From a dataset of the Open Reaction Database (ORD), a public repository of structured organic reaction records. describe an organic reaction: reactants, conditions, products, and yield Reactants: OCC1=CN=NN1C=1C=C(C=CC1)C1=NC2=C(NC(C1)=O)C=C(C(=C2)N(C)CC(C)C)C(F)(F)F (4-[3-(5-hydroxymethyl-[1,2,3]triazol-1-yl)-phenyl]-7-(isobutyl-methyl-amino)-8-trifluoromethyl-1,3-dihydro-benzo[b][1,4]diazepin-2-one), S(=O)(Cl)Cl (thionylchloride), [Cl-] (chloride), C(C)(C)NC (N-isopropyl-methylamine). Solvent: ClCCl (dichloromethane), CN(C)C=O (DMF). Yields the product C(C(C)C)N(C1=CC2=C(NC(CC(=N2)C2=CC(=CC=C2)N2N=NC=C2CN(C)C(C)C)=O)C=C1C(F)(F)F)C (7-(Isobutyl-methyl-amino)-4-(3-{5-[(isopropyl-methyl-amino)-methyl]-[1,2,3]triazol-1yl}-phenyl)-8-trifluoromethyl-1,3-dihydro-benzo[b][1,4]diazepin-2-one), solid. Yield: 24.0%. As a reaction SMILES: O[CH2:2][C:3]1[N:7]([C:8]2[CH:9]=[C:10]([C:14]3[CH2:20][C:19](=[O:21])[NH:18][C:17]4[CH:22]=[C:23]([C:32]([F:35])([F:34])[F:33])[C:24]([N:26]([CH2:28][CH:29]([CH3:31])[CH3:30])[CH3:27])=[CH:25][C:16]=4[N:15]=3)[CH:11]=[CH:12][CH:13]=2)[N:6]=[N:5][CH:4]=1.S(Cl)(Cl)=O.[Cl-].[CH:41]([NH:44][CH3:45])([CH3:43])[CH3:42]>ClCCl.CN(C=O)C>[CH2:28]([N:26]([CH3:27])[C:24]1[C:23]([C:32]([F:34])([F:33])[F:35])=[CH:22][C:17]2[NH:18][C:19](=[O:21])[CH2:20][C:14]([C:10]3[CH:11]=[CH:12][CH:13]=[C:8]([N:7]4[C:3]([CH2:2][N:44]([CH:41]([CH3:43])[CH3:42])[CH3:45])=[CH:4][N:5]=[N:6]4)[CH:9]=3)=[N:15][C:16]=2[CH:25]=1)[CH:29]([CH3:30])[CH3:31]. Procedure: The title compound was prepared from 4-[3-(5-hydroxymethyl-[1,2,3]triazol-1-yl)-phenyl]-7-(isobutyl-methyl-amino)-8-trifluoromethyl-1,3-dihydro-benzo[b][1,4]diazepin-2-one (Example 117) (260 mg, 0.53 mmol) by reaction with thionylchloride in dichloromethane and subsequent treatment of the corresponding chloride with N-isopropyl-methylamine in DMF according to the method described in Example 45. Obtained as a light brown solid (70 mg, 24%). The reactants are C(C)N(C1=C(C=C(C(=C1)OC)OC)C1CC=2C=CC(=CC2CC1)OC(C(C)(C)C)=O)C(C1=CC=C(C=C1)O)=O (pivalic acid 6-{2-[ethyl(4-hydroxybenzoyl)amino]-4,5-dimethoxyphenyl}-5,6,7,8-tetrahydronaphthalen-2-yl ester), ClCC(=O)N1CCC(CC1)C (2-chloro-1-(4-methylpiperidin-1-yl)ethanone). The product is C(C)N(C1=C(C=C(C(=C1)OC)OC)C1CC=2C=CC(=CC2CC1)O)CC1=CC=C(C=C1)OCCN1CCC(CC1)C (6-{2-{Ethyl{4-[2-(4-methylpiperidin-1-yl)ethoxy]benzyl}amino}-4,5-dimethoxyphenyl}-5,6,7,8-tetrahydronaphthalen-2-ol). The yield is 11.3%. As a reaction SMILES: [CH2:1]([N:3]([C:31](=O)[C:32]1[CH:37]=[CH:36][C:35]([OH:38])=[CH:34][CH:33]=1)[C:4]1[CH:9]=[C:8]([O:10][CH3:11])[C:7]([O:12][CH3:13])=[CH:6][C:5]=1[CH:14]1[CH2:23][CH2:22][C:21]2[CH:20]=[C:19]([O:24]C(=O)C(C)(C)C)[CH:18]=[CH:17][C:16]=2[CH2:15]1)[CH3:2].Cl[CH2:41][C:42]([N:44]1[CH2:49][CH2:48][CH:47]([CH3:50])[CH2:46][CH2:45]1)=O>>[CH2:1]([N:3]([CH2:31][C:32]1[CH:33]=[CH:34][C:35]([O:38][CH2:41][CH2:42][N:44]2[CH2:49][CH2:48][CH:47]([CH3:50])[CH2:46][CH2:45]2)=[CH:36][CH:37]=1)[C:4]1[CH:9]=[C:8]([O:10][CH3:11])[C:7]([O:12][CH3:13])=[CH:6][C:5]=1[CH:14]1[CH2:23][CH2:22][C:21]2[CH:20]=[C:19]([OH:24])[CH:18]=[CH:17][C:16]=2[CH2:15]1)[CH3:2]. Reported procedure: Synthesized from pivalic acid 6-{2-[ethyl(4-hydroxybenzoyl)amino]-4,5-dimethoxyphenyl}-5,6,7,8-tetrahydronaphthalen-2-yl ester (18.6 mg) and 2-chloro-1-(4-methylpiperidin-1-yl)ethanone (12 mg) according to an analogous synthetic method to Example 404 and purified by LC-MS, the title compound (2.2 mg) was obtained. The reactants are CC#CCn1c(N2CCN(C(=O)OC(C)(C)C)CC2)nc2nc(Cl)n(Cc3ccccc3C#N)c(=O)c21, CNC, CN(C)C=O. Yields the product CC#CCn1c(N2CCN(C(=O)OC(C)(C)C)CC2)nc2nc(N(C)C)n(Cc3ccccc3C#N)c(=O)c21. As a reaction SMILES: [CH2:1]([C:2]#[C:3][CH3:4])[n:5]1[c:6]([N:25]2[CH2:26][CH2:27][N:28]([C:31](=[O:32])[O:33][C:34]([CH3:35])([CH3:36])[CH3:37])[CH2:29][CH2:30]2)[n:7][c:8]2[n:9][c:10]([Cl:24])[n:11]([CH2:15][c:16]3[c:17]([C:22]#[N:23])[cH:18][cH:19][cH:20][cH:21]3)[c:12](=[O:14])[c:13]12.[CH3:38][NH:39][CH3:40].[CH3:41][N:42]([CH3:43])[CH:44]=[O:45]>>[CH2:1]([C:2]#[C:3][CH3:4])[n:5]1[c:6]([N:25]2[CH2:26][CH2:27][N:28]([C:31](=[O:32])[O:33][C:34]([CH3:35])([CH3:36])[CH3:37])[CH2:29][CH2:30]2)[n:7][c:8]2[n:9][c:10]([N:39]([CH3:38])[CH3:40])[n:11]([CH2:15][c:16]3[c:17]([C:22]#[N:23])[cH:18][cH:19][cH:20][cH:21]3)[c:12](=[O:14])[c:13]12. Starting materials: CC(=O)Oc1ccc(-c2ccc(C(C)=O)cc2)cc1, CC(=O)[O-], CC(=O)[O-], CC(=O)[O-], CC(=O)[O-], CC(=O)O, [Co+2], [Mn+2]. Yields the product CC(=O)Oc1ccc(-c2ccc(C(=O)O)cc2)cc1. RXN SMILES: [C:1]([CH3:2])(=[O:3])[O:4][c:5]1[cH:6][cH:7][c:8](-[c:11]2[cH:12][cH:13][c:14]([C:17]([CH3:18])=[O:19])[cH:15][cH:16]2)[cH:9][cH:10]1.[C:24]([O-:25])(=[O:26])[CH3:27].[C:29]([O-:30])(=[O:31])[CH3:32].[C:33]([O-:34])(=[O:35])[CH3:36].[C:38]([O-:39])(=[O:40])[CH3:41].[CH3:20][C:21]([OH:22])=[O:23].[Co+2:28].[Mn+2:37]>>[C:1]([CH3:2])(=[O:3])[O:4][c:5]1[cH:6][cH:7][c:8](-[c:11]2[cH:12][cH:13][c:14]([C:17]([OH:19])=[O:22])[cH:15][cH:16]2)[cH:9][cH:10]1. Reactants: CC(=O)c1cccc(OCC(=O)OC(C)(C)C)c1, C1CCNCC1, CCO, O=Cc1cccnc1. Product: CC(C)(C)OC(=O)COc1cccc(C(=O)C=Cc2cccnc2)c1. As a reaction SMILES: [C:1]([CH3:2])([CH3:3])([CH3:4])[O:5][C:6](=[O:7])[CH2:8][O:9][c:10]1[cH:11][c:12]([C:16]([CH3:17])=[O:18])[cH:13][cH:14][cH:15]1.[CH2:27]1[CH2:28][CH2:29][NH:30][CH2:31][CH2:32]1.[CH3:33][CH2:34][OH:35].[CH:19]([c:20]1[cH:21][n:22][cH:23][cH:24][cH:25]1)=[O:26]>>[C:1]([CH3:2])([CH3:3])([CH3:4])[O:5][C:6](=[O:7])[CH2:8][O:9][c:10]1[cH:11][c:12]([C:16]([CH:17]=[CH:19][c:20]2[cH:21][n:22][cH:23][cH:24][cH:25]2)=[O:18])[cH:13][cH:14][cH:15]1. The reactants are CC(C)C(NS(=O)(=O)c1ccc(-c2ccc(O)cc2)cc1)C(=O)OC(C)(C)C, CN(C)c1ccncc1, ClCCl, O=C(O)c1cc2ccccc2o1. As a reaction SMILES: [C:13]([CH3:14])([CH3:15])([CH3:16])[O:17][C:18]([CH:19]([CH:20]([CH3:21])[CH3:22])[NH:23][S:24](=[O:25])(=[O:26])[c:27]1[cH:28][cH:29][c:30](-[c:33]2[cH:34][cH:35][c:36]([OH:39])[cH:37][cH:38]2)[cH:31][cH:32]1)=[O:40].[CH3:44][N:45]([CH3:46])[c:47]1[cH:48][cH:49][n:50][cH:51][cH:52]1.[Cl:41][CH2:42][Cl:43].[o:1]1[c:2]([C:10](=[O:11])[OH:12])[cH:3][c:4]2[c:5]1[cH:6][cH:7][cH:8][cH:9]2>>[o:1]1[c:2]([C:10]([O:11][c:36]2[cH:35][cH:34][c:33](-[c:30]3[cH:29][cH:28][c:27]([S:24]([NH:23][CH:19]([C:18]([O:17][C:13]([CH3:14])([CH3:15])[CH3:16])=[O:40])[CH:20]([CH3:21])[CH3:22])(=[O:25])=[O:26])[cH:32][cH:31]3)[cH:38][cH:37]2)=[O:12])[cH:3][c:4]2[c:5]1[cH:6][cH:7][cH:8][cH:9]2. Product: CC(C)C(NS(=O)(=O)c1ccc(-c2ccc(OC(=O)c3cc4ccccc4o3)cc2)cc1)C(=O)OC(C)(C)C. Starting materials: FC1=C(C(=CC(=C1)F)CCO)O (2,4-difluoro-6-(2-hydroxyethyl)phenol), C(=O)([O-])[O-].[K+].[K+] (K2CO3), O (Water), BrCC1=CC=CC=C1 ((bromomethyl)benzene). Run in CC(=O)C (Acetone). Conditions: time 16 hour. Yields the product C(C1=CC=CC=C1)OC1=C(C=C(C=C1F)F)CCO (2-(2-(benzyloxy)-3,5-difluorophenyl)ethanol). Isolated yield 79.2%. As a reaction SMILES: [F:1][C:2]1[CH:7]=[C:6]([F:8])[CH:5]=[C:4]([CH2:9][CH2:10][OH:11])[C:3]=1[OH:12].C([O-])([O-])=O.[K+].[K+].Br[CH2:20][C:21]1[CH:26]=[CH:25][CH:24]=[CH:23][CH:22]=1.O>CC(C)=O>[CH2:20]([O:12][C:3]1[C:2]([F:1])=[CH:7][C:6]([F:8])=[CH:5][C:4]=1[CH2:9][CH2:10][OH:11])[C:21]1[CH:26]=[CH:25][CH:24]=[CH:23][CH:22]=1 |f:1.2.3|. Procedure: To a solution of 2,4-difluoro-6-(2-hydroxyethyl)phenol (450 mg, 2.58 mmol) in Acetone (10 mL) was added K2CO3 (714 mg, 5.17 mmol) followed by (bromomethyl)benzene (0.461 mL, 3.88 mmol) and the resulting mixture was stirred at room temp for 16 h. Water was then added and the mixture was extracted with ethyl acetate, dried (Na2SO4), filtered and concentrated. The residue was then purified by Biotage (5-30% EtOAc/hexane) to afford 2-(2-(benzyloxy)-3,5-difluorophenyl)ethanol (540 mg, 2.043 mmol, 79%... Solvent: O (water), CN(C=O)C (N,N-dimethylformamide). Reported procedure: 5-(2,4-Dimethylphenyl)-1-(1-propylbutyl)quinolin-4(1H)-one, (0.21 g, 0.61 mmol), was dissolved in N,N-dimethylformamide (10 mL). The solution was cooled to 0° C. and N-bromosuccinimide (0.11 g, 0.62 mmol) was added. After 10 minutes, the solution was diluted with water, extracted with ethyl acetate, dried (Na2SO4), and concentrated. Flash chromatography (20% ethyl acetate/hexanes) gave 0.136 g (53% yield) of the title compound as a white solid. Run at temperature 0 celsius, time 10 minute. The reactants are CC1=C(C=CC(=C1)C)C1=C2C(C=CN(C2=CC=C1)C(CCC)CCC)=O (5-(2,4-Dimethylphenyl)-1-(1-propylbutyl)quinolin-4(1H)-one), BrN1C(CCC1=O)=O (N-bromosuccinimide). As a reaction SMILES: [CH3:1][C:2]1[CH:7]=[C:6]([CH3:8])[CH:5]=[CH:4][C:3]=1[C:9]1[CH:18]=[CH:17][CH:16]=[C:15]2[C:10]=1[C:11](=[O:26])[CH:12]=[CH:13][N:14]2[CH:19]([CH2:23][CH2:24][CH3:25])[CH2:20][CH2:21][CH3:22].[Br:27]N1C(=O)CCC1=O>CN(C)C=O.O>[Br:27][C:12]1[C:11](=[O:26])[C:10]2[C:15](=[CH:16][CH:17]=[CH:18][C:9]=2[C:3]2[CH:4]=[CH:5][C:6]([CH3:8])=[CH:7][C:2]=2[CH3:1])[N:14]([CH:19]([CH2:23][CH2:24][CH3:25])[CH2:20][CH2:21][CH3:22])[CH:13]=1. Yield: 52.3%. Yields the product ethyl acetate hexanes, BrC1=CN(C2=CC=CC(=C2C1=O)C1=C(C=C(C=C1)C)C)C(CCC)CCC (3-Bromo-5-(2,4-dimethylphenyl)-1-(1 propylbutyl)quinolin-4(1H)-one). The reactants are CNC, CO, Clc1nc(Cl)c2c(n1)C(c1ccccc1)CC2. The product is CN(C)c1nc(Cl)nc2c1CCC2c1ccccc1. As a reaction SMILES: [CH3:18][NH:19][CH3:20].[CH3:21][OH:22].[Cl:1][c:2]1[n:3][c:4]([Cl:17])[c:5]2[c:6]([n:7]1)[CH:8]([c:11]1[cH:12][cH:13][cH:14][cH:15][cH:16]1)[CH2:9][CH2:10]2>>[Cl:1][c:2]1[n:3][c:4]([N:19]([CH3:18])[CH3:20])[c:5]2[c:6]([n:7]1)[CH:8]([c:11]1[cH:12][cH:13][cH:14][cH:15][cH:16]1)[CH2:9][CH2:10]2. Reactants: C1=CC=CC2=C1C(NC1=C(S2)C=CC=C1)=O (10H-Dibenzo[b,f][1,4]thiazepin-11-one), N1CCNCC1 (piperazine). The product is N1(CCNCC1)C1=NC2=C(SC3=C1C=CC=C3)C=CC=C2 (11-(Piperazin-1-yl)-dibenzo[b,f][1,4]thiazepin). Yield: 10.5%. RXN SMILES: [CH:1]1[C:6]2[C:7](=O)[NH:8][C:9]3[CH:15]=[CH:14][CH:13]=[CH:12][C:10]=3[S:11][C:5]=2[CH:4]=[CH:3][CH:2]=1.[NH:17]1[CH2:22][CH2:21][NH:20][CH2:19][CH2:18]1>>[N:17]1([C:7]2[C:6]3[CH:1]=[CH:2][CH:3]=[CH:4][C:5]=3[S:11][C:10]3[CH:12]=[CH:13][CH:14]=[CH:15][C:9]=3[N:8]=2)[CH2:22][CH2:21][NH:20][CH2:19][CH2:18]1. Procedure details: 10H-Dibenzo[b,f][1,4]thiazepin-11-one (23 mg, 0.1 mmol) and piperazine (43 mg, 0.5 mmol) were reacted according to GP4 to give 3.1 mg of the title compound (160FE17A). MS (ESI) 296 (MH+). Purity for MH+ (UV/MS) 97/90.